From a dataset of the Open Reaction Database (ORD), a public repository of structured organic reaction records. describe an organic reaction: reactants, conditions, products, and yield The reactants are BrC=1C(CCC1C1=CC=C(C=C1)S(=O)(=O)C)=O (2-bromo-3-(4-(methylsulfonyl)phenyl)-2-cyclopenten-1-one), C=1C=CC(=CC1)[As](C=2C=CC=CC2)C=3C=CC=CC3 (AsPh3), C[Sn](C=1C=NC=C(C1)Cl)(C)C (3-trimethylstannanyl-5-chloropyridine). The reagents and catalysts are C=1C=CC(=CC1)/C=C/C(=O)/C=C/C2=CC=CC=C2.C=1C=CC(=CC1)/C=C/C(=O)/C=C/C2=CC=CC=C2.C=1C=CC(=CC1)/C=C/C(=O)/C=C/C2=CC=CC=C2.[Pd].[Pd] (Pd2 (dba)3). Run in CN1CCCC1=O (NMP), CN1CCCC1=O (NMP), CCOC(=O)C (EtOAc). Run at temperature 60 celsius. Yields the product ClC=1C=C(C=NC1)C=1C(CCC1C1=CC=C(C=C1)S(=O)(=O)C)=O (2-(5-Chloro-3-pyridinyl)-3-(4-(methylsulfonyl)phenyl)-2-cyclopenten-1-one). The yield is 30.9%. Reaction SMILES: Br[C:2]1[C:3](=[O:17])[CH2:4][CH2:5][C:6]=1[C:7]1[CH:12]=[CH:11][C:10]([S:13]([CH3:16])(=[O:15])=[O:14])=[CH:9][CH:8]=1.C1C=CC([As](C2C=CC=CC=2)C2C=CC=CC=2)=CC=1.C[Sn](C)(C)[C:39]1[CH:40]=[N:41][CH:42]=[C:43]([Cl:45])[CH:44]=1>CN1C(=O)CCC1.CCOC(C)=O.C1C=CC(/C=C/C(/C=C/C2C=CC=CC=2)=O)=CC=1.C1C=CC(/C=C/C(/C=C/C2C=CC=CC=2)=O)=CC=1.C1C=CC(/C=C/C(/C=C/C2C=CC=CC=2)=O)=CC=1.[Pd].[Pd]>[Cl:45][C:43]1[CH:44]=[C:39]([C:2]2[C:3](=[O:17])[CH2:4][CH2:5][C:6]=2[C:7]2[CH:12]=[CH:11][C:10]([S:13]([CH3:16])(=[O:15])=[O:14])=[CH:9][CH:8]=2)[CH:40]=[N:41][CH:42]=1 |f:5.6.7.8.9|. Reported procedure: To a degassed r.t. solution of 2-bromo-3-(4-(methylsulfonyl)phenyl)-2-cyclopenten-1-one (0.630 g, 2.0 mmol), Pd2 (dba)3 (0.037 g, 0.04 mmol), and AsPh3 (0.098 g, 0.32 mmol) in 5 mL NMP was added a degassed NMP solution (5 mL) of 3-trimethylstannanyl-5-chloropyridine (~2.0 mmol). The resulting mixture was heated to 60° C. for 16 h. The mixture was then cooled to r.t., diluted with EtOAc, washed with water and brine, dried over MgSO4, and concentrated to dryness. The residue was purified by flash ... The yield is 57.6%. The solvent is O1CCCC1 (tetrahydrofuran). Reactants: Cl (hydrochloric acid), FC(OC=1C=CC=CC1)F (3-(difluoromethoxy)benzene), C(C)(C)OB(OC(C)C)OC(C)C (triisopropoxyborane), C(CCC)[Li] (n-butyl lithium). The product is FC(OC=1C=C(C=CC1)B(O)O)F (3-difluoromethoxybenzeneboronic acid). Procedure details: A solution of 3-(difluoromethoxy)benzene (3.0 g) and triisopropoxyborane (2.78 g) in tetrahydrofuran (15 ml) was cooled to −78° C. under argon atmosphere, and thereto was added a solution of n-butyl lithium (1.59 M hexane solution, 9.3 ml). The mixture was stirred at same temperature for 10 minutes, warmed, and further stirred at room temperature overnight. Thereto was added 3N aqueous hydrochloric acid solution (10 ml), and the mixture was stirred at room temperature for 5 minutes. The mixture ... RXN SMILES: [F:1][CH:2]([F:10])[O:3][C:4]1[CH:5]=[CH:6][CH:7]=[CH:8][CH:9]=1.C([O:14][B:15](OC(C)C)[O:16]C(C)C)(C)C.C([Li])CCC.Cl>O1CCCC1>[F:1][CH:2]([F:10])[O:3][C:4]1[CH:9]=[C:8]([B:15]([OH:16])[OH:14])[CH:7]=[CH:6][CH:5]=1. Reaction conditions: time 10 minute. The reactants are C(C)OC(=O)C1=CC2=CC=C(C=C2C=C1)F (6-fluoro-2-naphthoic acid ethyl ester), [OH-].[Na+] (NaOH), O (water). Run in C(C)O (ethanol). Reaction conditions: time 4 hour. The product is FC=1C=C2C=CC(=CC2=CC1)C(=O)O (6-fluoro-2-naphthoic acid). As a reaction SMILES: C([O:3][C:4]([C:6]1[CH:15]=[CH:14][C:13]2[C:8](=[CH:9][CH:10]=[C:11]([F:16])[CH:12]=2)[CH:7]=1)=[O:5])C.[OH-].[Na+].O>C(O)C>[F:16][C:11]1[CH:12]=[C:13]2[C:8](=[CH:9][CH:10]=1)[CH:7]=[C:6]([C:4]([OH:5])=[O:3])[CH:15]=[CH:14]2 |f:1.2|. Procedure: To a solution of 6-fluoro-2-naphthoic acid ethyl ester (600 mg, 2.75 mmol) in ethanol (10 mL) at room temperature, is added 1 N NaOH (2.75 mL, 2.75 mmol). After stirring at room temperature for 4 hours, water (10 mL) is added. Acidification (2 N HCl) and filtration gives 6-fluoro-2-naphthoic acid as a white solid. Reactants: CCOC(=O)C(=O)NS(=O)(=O)c1cc2c([nH]c(=O)c(=O)n2O)c2c1CCCC2, Cl. Product: NS(=O)(=O)c1cc2c([nH]c(=O)c(=O)n2O)c2c1CCCC2. Reaction SMILES: [C:1]([C:2]([O:3][CH2:4][CH3:5])=[O:6])(=[O:7])[NH:8][S:9](=[O:10])(=[O:11])[c:12]1[c:13]2[c:14]([c:15]3[nH:16][c:17](=[O:24])[c:18](=[O:23])[n:19]([OH:22])[c:20]3[cH:21]1)[CH2:25][CH2:26][CH2:27][CH2:28]2.[ClH:29]>>[NH2:8][S:9](=[O:10])(=[O:11])[c:12]1[c:13]2[c:14]([c:15]3[nH:16][c:17](=[O:24])[c:18](=[O:23])[n:19]([OH:22])[c:20]3[cH:21]1)[CH2:25][CH2:26][CH2:27][CH2:28]2. Starting materials: [N+](=O)([O-])C1=CC=C(C=C1)C1=CCC(CC1)NC(OC(C)(C)C)=O (tert-Butyl 4-(4-nitrophenyl)cyclohex-3-enylcarbamate), O.O.O.O.O.O.O.O.O.[S-2].[Na+].[Na+] (sodium sulfide, nonahydrate). The solvent is O (water), C(C)O (ethanol). Reaction conditions: temperature 80 celsius. The product is NC1=CC=C(C=C1)C1=CCC(CC1)NC(OC(C)(C)C)=O (tert-butyl 4-(4-aminophenyl)cyclohex-3-enylcarbamate). RXN SMILES: [N+:1]([C:4]1[CH:9]=[CH:8][C:7]([C:10]2[CH2:15][CH2:14][CH:13]([NH:16][C:17](=[O:23])[O:18][C:19]([CH3:22])([CH3:21])[CH3:20])[CH2:12][CH:11]=2)=[CH:6][CH:5]=1)([O-])=O.O.O.O.O.O.O.O.O.O.[S-2].[Na+].[Na+]>C(O)C.O>[NH2:1][C:4]1[CH:9]=[CH:8][C:7]([C:10]2[CH2:15][CH2:14][CH:13]([NH:16][C:17](=[O:23])[O:18][C:19]([CH3:21])([CH3:20])[CH3:22])[CH2:12][CH:11]=2)=[CH:6][CH:5]=1 |f:1.2.3.4.5.6.7.8.9.10.11.12|. Procedure details: tert-Butyl 4-(4-nitrophenyl)cyclohex-3-enylcarbamate (2.55 g, 8.01 mmol) was suspended in ethanol (30 ml) followed by addition of sodium sulfide, nonahydrate (10.37 ml, 80 mmol) dissolved in water (30 ml). The mixture was heated to 80° C. for 1.5 h and extracted with dichloromethane; the organic layers were combined, dried over magnesium sulfate, filtered and concentrated to give the title compound. Reactants: [Al+3], CCOC(C)=O, [H-], [H-], [H-], [H-], [Li+], COc1ccc2c(c1)CCCC2(N)C(=O)O. Yields the product COc1ccc2c(c1)CCCC2(N)CO. RXN SMILES: [Al+3:2].[CH3:23][CH2:24][O:25][C:26]([CH3:27])=[O:28].[H-:1].[H-:4].[H-:5].[H-:6].[Li+:3].[NH2:7][C:8]1([C:20](=[O:21])[OH:22])[CH2:9][CH2:10][CH2:11][c:12]2[cH:13][c:14]([O:18][CH3:19])[cH:15][cH:16][c:17]21>>[NH2:7][C:8]1([CH2:20][OH:21])[CH2:9][CH2:10][CH2:11][c:12]2[cH:13][c:14]([O:18][CH3:19])[cH:15][cH:16][c:17]21. Starting materials: NC=1C(=NC(=CC1)Cl)C(=O)N (3-amino-6-chloro-pyridine-2-carboxylic acid amide), C([O-])([O-])=O.[K+].[K+] (potassium carbonate), FC1=CC=C(C=C1)B(O)O (4-fluorophenylboronic acid). The reagents and catalysts are [Pd].C1(=CC=CC=C1)P(C1=CC=CC=C1)C1=CC=CC=C1.C1(=CC=CC=C1)P(C1=CC=CC=C1)C1=CC=CC=C1.C1(=CC=CC=C1)P(C1=CC=CC=C1)C1=CC=CC=C1.C1(=CC=CC=C1)P(C1=CC=CC=C1)C1=CC=CC=C1 (tetrakis(triphenylphosphine) palladium). Run in CN(C)C=O (DMF), O (water). Conditions: temperature 120 celsius. Yields the product NC=1C(=NC(=CC1)C1=CC=C(C=C1)F)C(=O)N (3-amino-6-(4-fluorophenyl)picolinamide). Isolated yield 92.0%. As a reaction SMILES: [NH2:1][C:2]1[C:3]([C:9]([NH2:11])=[O:10])=[N:4][C:5](Cl)=[CH:6][CH:7]=1.C(=O)([O-])[O-].[K+].[K+].[F:18][C:19]1[CH:24]=[CH:23][C:22](B(O)O)=[CH:21][CH:20]=1>CN(C=O)C.O.[Pd].C1(P(C2C=CC=CC=2)C2C=CC=CC=2)C=CC=CC=1.C1(P(C2C=CC=CC=2)C2C=CC=CC=2)C=CC=CC=1.C1(P(C2C=CC=CC=2)C2C=CC=CC=2)C=CC=CC=1.C1(P(C2C=CC=CC=2)C2C=CC=CC=2)C=CC=CC=1>[NH2:1][C:2]1[C:3]([C:9]([NH2:11])=[O:10])=[N:4][C:5]([C:22]2[CH:23]=[CH:24][C:19]([F:18])=[CH:20][CH:21]=2)=[CH:6][CH:7]=1 |f:1.2.3,7.8.9.10.11|. Reported procedure: A mixture of 3-amino-6-chloro-pyridine-2-carboxylic acid amide (2 g), potassium carbonate (3.2 g), tetrakis(triphenylphosphine) palladium (0.674 g) and 4-fluorophenylboronic acid (1.79 g) in DMF (50 mL) and water (10 mL) was heated to 120° C. for 16 hours. Solvents were removed and 1N HCl (30 ml) was added to the mixture. The resulting solid was filtered to provide 2.48 g of 3-amino-6-(4-fluorophenyl)picolinamide which was characterized by its mass spectrum as follows: MS (m/z) 232 [M+H]+.